Dataset: the Open Reaction Database (ORD), a public repository of structured organic reaction records. Task: describe an organic reaction: reactants, conditions, products, and yield Reactants: Nc1ccc2ncnc(Nc3cccc(Br)c3)c2c1, CCC(=O)Cl, C1CCOC1, CN(C)c1ccncc1, CCOC(C)=O, c1ccncc1. Yields the product CCC(=O)Nc1ccc2ncnc(Nc3cccc(Br)c3)c2c1. As a reaction SMILES: [Br:1][c:2]1[cH:3][c:4]([NH:8][c:9]2[n:10][cH:11][n:12][c:13]3[cH:14][cH:15][c:16]([NH2:19])[cH:17][c:18]23)[cH:5][cH:6][cH:7]1.[C:26]([CH2:27][CH3:28])(=[O:29])[Cl:30].[CH2:40]1[O:41][CH2:42][CH2:43][CH2:44]1.[CH3:31][N:32]([c:33]1[cH:34][cH:35][n:36][cH:37][cH:38]1)[CH3:39].[CH3:45][CH2:46][O:47][C:48](=[O:49])[CH3:50].[cH:20]1[cH:21][cH:22][n:23][cH:24][cH:25]1>>[Br:1][c:2]1[cH:3][c:4]([NH:8][c:9]2[n:10][cH:11][n:12][c:13]3[cH:14][cH:15][c:16]([NH:19][C:26]([CH2:27][CH3:28])=[O:29])[cH:17][c:18]23)[cH:5][cH:6][cH:7]1. Reactants: FC1=C2C(C(=O)OC2=O)=C(C=C1)F (3,6-Difluorophthalic Anhydride), [Al+3].[Cl-].[Cl-].[Cl-] (AlCl3), C1(O)=CC=C(O)C=C1 (hydroquinone), [Na+].[Cl-] (NaCl), Cl (HCl). Conditions: temperature 200 celsius, time 2 hour. Yields the product FC1=CC=C(C=2C(C3=C(C=CC(=C3C(C12)=O)O)O)=O)F (1,4-Difluoro-5,8-dihydroxyanthracene-9,10-dione). Isolated yield 98.0%. Reaction SMILES: [F:1][C:2]1[CH:12]=[CH:11][C:10]([F:13])=[C:4]2[C:5]([O:7][C:8](=[O:9])[C:3]=12)=O.[C:14]1([CH:21]=[CH:20][C:18]([OH:19])=[CH:17][CH:16]=1)[OH:15].[Na+].[Cl-].[Al+3].[Cl-].[Cl-].[Cl-].Cl>>[F:13][C:10]1[C:4]2[C:5](=[O:7])[C:21]3[C:20](=[C:18]([OH:19])[CH:17]=[CH:16][C:14]=3[OH:15])[C:8](=[O:9])[C:3]=2[C:2]([F:1])=[CH:12][CH:11]=1 |f:2.3,4.5.6.7|. Procedure: This compound was prepared by modifications to the literature method of Synth. Comm., 1990, 20, 2139. A mixture of the sublimed product (9) from the above reaction (100 g, 0.55 moles), hydroquinone (63.7 g, 0.58 moles), NaCl (127 g, 2.22 moles) and powdered anhydrous AlCl3 (833 g, 6.26 moles) was placed in a 5 L flask equipped with a condenser. The reactants were well-mixed by shaking, then heated over 1-2 hours to 200±5° C. (bath) under a nitrogen atmosphere (there was very large gas evolution ... The solvent is CN(C)C=O (DMF), [Cl-].[Na+].O (brine). The reactants are COC(=O)C=1C(=C2C=C(C(N(C2=C(N1)Br)CC1=CC=CC=C1)=O)C1=CC=CC=C1)O (1-benzyl-8-bromo-5-hydroxy-2-oxo-3-phenyl-1,2-dihydro-[1,7]naphthyridine-6-carboxylic acid methyl ester), C(CCC)[Sn](C=1C=NC=NC1)(CCCC)CCCC (5-tributylstannanyl-pyrimidine), CCOC(=O)C (EtOAc), Cl (HCl). Reagents/catalysts: Cl[Pd]([P](C1=CC=CC=C1)(C2=CC=CC=C2)C3=CC=CC=C3)([P](C4=CC=CC=C4)(C5=CC=CC=C5)C6=CC=CC=C6)Cl (PdCl2(PPh3)2). Isolated yield 58.0%. Run at temperature 120 celsius. RXN SMILES: [CH3:1][O:2][C:3]([C:5]1[C:6]([OH:30])=[C:7]2[C:12](=[C:13](Br)[N:14]=1)[N:11]([CH2:16][C:17]1[CH:22]=[CH:21][CH:20]=[CH:19][CH:18]=1)[C:10](=[O:23])[C:9]([C:24]1[CH:29]=[CH:28][CH:27]=[CH:26][CH:25]=1)=[CH:8]2)=[O:4].C([Sn](CCCC)(CCCC)[C:36]1[CH:37]=[N:38][CH:39]=[N:40][CH:41]=1)CCC.CCOC(C)=O.Cl>CN(C=O)C.[Cl-].[Na+].O.Cl[Pd](Cl)([P](C1C=CC=CC=1)(C1C=CC=CC=1)C1C=CC=CC=1)[P](C1C=CC=CC=1)(C1C=CC=CC=1)C1C=CC=CC=1>[CH3:1][O:2][C:3]([C:5]1[C:6]([OH:30])=[C:7]2[C:12](=[C:13]([C:36]3[CH:37]=[N:38][CH:39]=[N:40][CH:41]=3)[N:14]=1)[N:11]([CH2:16][C:17]1[CH:22]=[CH:21][CH:20]=[CH:19][CH:18]=1)[C:10](=[O:23])[C:9]([C:24]1[CH:29]=[CH:28][CH:27]=[CH:26][CH:25]=1)=[CH:8]2)=[O:4] |f:5.6.7,^1:67,86|. Procedure: A mixture of 1-benzyl-8-bromo-5-hydroxy-2-oxo-3-phenyl-1,2-dihydro-[1,7]naphthyridine-6-carboxylic acid methyl ester (60 mg, 0.13 mmol), 5-tributylstannanyl-pyrimidine (71 mg, 0.19 mmol) and PdCl2(PPh3)2 (18 mg, 0.026 mmol) in 3 mL of DMF was heated at 120° C. for 2 h under nitrogen atmosphere. After the mixture was cooled to r.t., EtOAc and brine were added. 1 M HCl was added with stirring until pH was about 4. The aqueous layer was extracted with additional EtOAc, and the combined organic laye... The product is COC(=O)C=1C(=C2C=C(C(N(C2=C(N1)C=1C=NC=NC1)CC1=CC=CC=C1)=O)C1=CC=CC=C1)O (1-Benzyl-5-hydroxy-2-oxo-3-phenyl-8-pyrimidin-5-yl-1,2-dihydro-[1,7]naphthyridine-6-carboxylic acid methyl ester). Starting materials: CC1=CC=C(C=C1)P(C2=CC=C(C=C2)C)C3=C(C4=CC=CC=C4C=C3)C5=C(C=CC6=CC=CC=C65)P(C7=CC=C(C=C7)C)C8=CC=C(C=C8)C ((S)-p-tol-BINAP), COC(CCC1=CC(CC1)=O)=O (3-(3-oxo-cyclopent-1-enyl)-propionic acid methyl ester), CCCCCC (hexane). Run in C(C)(=O)OCC (ethyl acetate). Product: COC(CCC1CC(CC1)=O)=O (3-(3-oxo-cyclopentyl)-propionic acid methyl ester). Yield: 88.1%. Reaction SMILES: CC1C=CC(P(C2C=CC3C(=CC=CC=3)C=2C2C3C(=CC=CC=3)C=CC=2P(C2C=CC(C)=CC=2)C2C=CC(C)=CC=2)C2C=CC(C)=CC=2)=CC=1.[CH3:51][O:52][C:53](=[O:62])[CH2:54][CH2:55][C:56]1[CH2:60][CH2:59][C:58](=[O:61])[CH:57]=1.CCCCCC>C(OCC)(=O)C>[CH3:51][O:52][C:53](=[O:62])[CH2:54][CH2:55][CH:56]1[CH2:60][CH2:59][C:58](=[O:61])[CH2:57]1. Reported procedure: General procedure B using (S)-p-tol-BINAP and 3-(3-oxo-cyclopent-1-enyl)-propionic acid methyl ester (0.084 g, 0.5 mmol) gave, after 24 h at 0° C. and flash chromatography (4:1, then 2:1 hexane:ethyl acetate), the title compound as a clear oil (0.075 g, 88% yield). Spectroscopic data were consistent with previously reported data for this compound.15 [α]D25° C.−112° (c 1.3, CHCl3). Conversion of the title compound to the corresponding benzyl ester followed by chiral HPLC analysis (Chiracel OD col... Starting materials: ClC1=CC=C2C(=CC=NC2=C1)N1CCN(CC1)C(=O)NC1=CC=C(C=C1)C(F)(F)F (7-chloro-4-[4-(4-trifluoromethylphenylaminocarbonyl)piperazin-1-yl]quinoline), CN(C1=CC=C(C=C1)N=C=O)C (4-(dimethylamino)phenyl isocyanate), ClC1=CC=C2C(=CC=NC2=C1)N1CCNCC1 (7-chloro-4-(piperazin-1-yl)quinoline), C(C)(C)N(CC)C(C)C (diisopropyl(ethyl)amine). The solvent is C(Cl)Cl.CO (CH2Cl2 MeOH). Product: ClC1=CC=C2C(=CC=NC2=C1)N1CCN(CC1)C(=O)NC1=CC=C(C=C1)N(C)C (7-Chloro-4-[4-(4-dimethylaminophenylaminocarbonyl)piperazin-1-yl]quinoline). RXN SMILES: [Cl:1][C:2]1[CH:11]=[C:10]2[C:5]([C:6]([N:12]3[CH2:17][CH2:16][N:15]([C:18]([NH:20][C:21]4[CH:26]=[CH:25][C:24](C(F)(F)F)=[CH:23][CH:22]=4)=[O:19])[CH2:14][CH2:13]3)=[CH:7][CH:8]=[N:9]2)=[CH:4][CH:3]=1.ClC1C=[C:40]2C(C(N3CCNCC3)=C[CH:38]=[N:39]2)=CC=1.C(N(C(C)C)CC)(C)C.CN(C)C1C=CC(N=C=O)=CC=1>C(Cl)Cl.CO>[Cl:1][C:2]1[CH:11]=[C:10]2[C:5]([C:6]([N:12]3[CH2:17][CH2:16][N:15]([C:18]([NH:20][C:21]4[CH:22]=[CH:23][C:24]([N:39]([CH3:40])[CH3:38])=[CH:25][CH:26]=4)=[O:19])[CH2:14][CH2:13]3)=[CH:7][CH:8]=[N:9]2)=[CH:4][CH:3]=1 |f:4.5|. Procedure: As described for 7-chloro-4-[4-(4-trifluoromethylphenylaminocarbonyl)piperazin-1-yl]quinoline, 7-chloro-4-(piperazin-1-yl)quinoline (200 mg, 0.81 mmol), diisopropyl(ethyl)amine (209 mg, 1.62 mmol), and 4-(dimethylamino)phenyl isocyanate (157 mg, 0.97 mmol) are reacted to give the title product after flash chromatography with CH2Cl2-MeOH. The reactants are N1C(=CC=C1)C1=NNC2=CC(=CC=C12)C=O (3-(1H-pyrrol-2yl)-1H-indazole-6-carbaldehyde), N1=CN=CC(=C1)B(O)O (pyrimidin-5-ylboronic acid). Product: N1=CN=CC(=C1)C1=NNC2=CC(=CC=C12)C=O (3-(pyrimidin-5-yl)-1H-indazole-6-carbaldehyde), solid. The yield is 30.0%. As a reaction SMILES: N1C=C[CH:3]=[C:2]1[C:6]1[C:14]2[C:9](=[CH:10][C:11]([CH:15]=[O:16])=[CH:12][CH:13]=2)[NH:8][N:7]=1.[N:17]1[CH:22]=C(B(O)O)C=[N:19][CH:18]=1>>[N:19]1[CH:3]=[C:2]([C:6]2[C:14]3[C:9](=[CH:10][C:11]([CH:15]=[O:16])=[CH:12][CH:13]=3)[NH:8][N:7]=2)[CH:22]=[N:17][CH:18]=1. Procedure: According to the procedure for the synthesis of 3-(1H-pyrrol-2yl)-1H-indazole-6-carbaldehyde, except substituting pyrimidin-5-ylboronic acid (34 mg, 0.15 mmol), the title compound was obtained as a beige solid (8.1 mg, 30%). 1H NMR (400 MHz, CD3OD) δ ppm 10.15 (s, 1H), 9.44 (s, 2H), 9.21 (s, 1H), 8.26 (d, J=8.5 Hz, 1H), 8.23 (t, J=1.3 Hz, 1H), 7.84 (dd, J=8.5, 1.3 Hz, 1H); MS ESI 225.0 (100) [M+H]+, calcd for [C12H8N4O+H]+ 225.07.